Dataset: the Open Reaction Database (ORD), a public repository of structured organic reaction records. Task: describe an organic reaction: reactants, conditions, products, and yield The reactants are O=C(O)c1cccc2cccc(Br)c12, O=C([O-])[O-], CCI, [K+], [K+], CN(C)C=O. Yields the product CCOC(=O)c1cccc2cccc(Br)c12. RXN SMILES: [Br:1][c:2]1[cH:3][cH:4][cH:5][c:6]2[cH:7][cH:8][cH:9][c:10]([C:12](=[O:13])[OH:14])[c:11]12.[C:15](=[O:16])([O-:17])[O-:18].[I:21][CH2:22][CH3:23].[K+:19].[K+:20].[O:24]=[CH:25][N:26]([CH3:27])[CH3:28]>>[Br:1][c:2]1[cH:3][cH:4][cH:5][c:6]2[cH:7][cH:8][cH:9][c:10]([C:12]([O:13][CH2:22][CH3:23])=[O:14])[c:11]12. The reactants are solution, C(C)(C)[Mg]Cl (isopropylmagnesium chloride), C(C)(C)OB1OC(C(O1)(C)C)(C)C (2-isopropoxy-4,4,5,5-tetramethyl[1,3,2]dioxaborolane), C(C)OCC (diethyl ether), BrC1=C(C=C(C(=C1)Cl)Cl)F (1-Bromo-4,5-dichloro-2-fluorobenzene). Solvent: O1CCCC1 (THF), O1CCCC1 (THF), O1CCCC1 (tetrahydrofuran). Reaction conditions: temperature -10 celsius, time 1 hour. The product is ClC1=CC(=C(C=C1Cl)B1OC(C(O1)(C)C)(C)C)F (2-(4,5-Dichloro-2-fluorophenyl)-4,4,5,5-tetramethyl-[1,3,2]dioxaborolane). The yield is 71.1%. RXN SMILES: Br[C:2]1[CH:7]=[C:6]([Cl:8])[C:5]([Cl:9])=[CH:4][C:3]=1[F:10].C([Mg]Cl)(C)C.C(O[B:20]1[O:24][C:23]([CH3:26])([CH3:25])[C:22]([CH3:28])([CH3:27])[O:21]1)(C)C.C(OCC)C>O1CCCC1>[Cl:9][C:5]1[C:6]([Cl:8])=[CH:7][C:2]([B:20]2[O:24][C:23]([CH3:26])([CH3:25])[C:22]([CH3:28])([CH3:27])[O:21]2)=[C:3]([F:10])[CH:4]=1. Procedure: 1-Bromo-4,5-dichloro-2-fluorobenzene (1.0 g, 4.11 mmol) was dissolved in tetrahydrofuran (THF; 20 mL) and cooled to −10° C. A 2.0M solution of isopropylmagnesium chloride (2.3 mL, 4.6 mmol) in THF was added dropwise via a syringe. The reaction mixture was stirred at −10° C. for 1 hour, allowed to warm toward 0° C. for 1 hour, then cooled to −10° C. again. A solution of 2-isopropoxy-4,4,5,5-tetramethyl[1,3,2]dioxaborolane (0.85 g, 4.56 mmol) in THF (1.0 mL) was then added dropwise and the reactio...